describe an organic reaction: reactants, conditions, products, and yield From a dataset of the Open Reaction Database (ORD), a public repository of structured organic reaction records. The reactants are C(C)(C)(C)OC(=O)N1CCC(CC1)COC=1C=NC(=NC1)C=1C=C(CN2C(SC3=C2C=C(C=C3)C(F)(F)F)=O)C=CC1 (3-{3-[5-(1-tert-butoxycarbonylpiperidin-4-yl-methoxy)pyrimidin-2-yl]benzyl}-5-trifluoromethyl-3H-benzothiazol-2-one), Cl (HCl). Solvent: O1CCOCC1 (dioxane), O1CCOCC1 (dioxane). Conditions: time 24 hour. Product: N1CCC(CC1)COC=1C=NC(=NC1)C=1C=C(CN2C(SC3=C2C=C(C=C3)C(F)(F)F)=O)C=CC1 (3-{3-[5-(piperidin-4-ylmethoxy)pyrimidin-2-yl]benzyl}-5-trifluoromethyl-3H-benzothiazol-2-one). Reaction SMILES: C(OC([N:8]1[CH2:13][CH2:12][CH:11]([CH2:14][O:15][C:16]2[CH:17]=[N:18][C:19]([C:22]3[CH:23]=[C:24]([CH:40]=[CH:41][CH:42]=3)[CH2:25][N:26]3[C:30]4[CH:31]=[C:32]([C:35]([F:38])([F:37])[F:36])[CH:33]=[CH:34][C:29]=4[S:28][C:27]3=[O:39])=[N:20][CH:21]=2)[CH2:10][CH2:9]1)=O)(C)(C)C.Cl>O1CCOCC1>[NH:8]1[CH2:9][CH2:10][CH:11]([CH2:14][O:15][C:16]2[CH:17]=[N:18][C:19]([C:22]3[CH:23]=[C:24]([CH:40]=[CH:41][CH:42]=3)[CH2:25][N:26]3[C:30]4[CH:31]=[C:32]([C:35]([F:36])([F:38])[F:37])[CH:33]=[CH:34][C:29]=4[S:28][C:27]3=[O:39])=[N:20][CH:21]=2)[CH2:12][CH2:13]1. Procedure details: 424 mg (0.64 mmol) of 3-{3-[5-(1-tert-butoxycarbonylpiperidin-4-yl-methoxy)pyrimidin-2-yl]benzyl}-5-trifluoromethyl-3H-benzothiazol-2-one is dissolved in 20 ml of dioxane, and 6 ml of 4N HCl in dioxane are added. The mixture is stirred at room temperature for 24 h. A viscous precipitate forms in the process, which is filtered off with suction and stirred with isopropanol. Reactants: C(#N)CC1=CNC2=CC=C(C=C12)NC(=S)NC(OCC)=O (ethyl [[[3-(cyanomethyl)-1H-indol-5-yl]amino]thiocarbonyl]carbamate). Solvent: [OH-].[Na+] (sodium hydroxide), C(C)O (ethanol). Product: C(#N)CC1=CNC2=CC=C(C=C12)NC(=S)N (N-[3-(Cyanomethyl)-1H-indol-5-yl]thiourea). RXN SMILES: [C:1]([CH2:3][C:4]1[C:12]2[C:7](=[CH:8][CH:9]=[C:10]([NH:13][C:14]([NH:16]C(=O)OCC)=[S:15])[CH:11]=2)[NH:6][CH:5]=1)#[N:2]>[OH-].[Na+].C(O)C>[C:1]([CH2:3][C:4]1[C:12]2[C:7](=[CH:8][CH:9]=[C:10]([NH:13][C:14]([NH2:16])=[S:15])[CH:11]=2)[NH:6][CH:5]=1)#[N:2] |f:1.2|. Reported procedure: A solution of ethyl [[[3-(cyanomethyl)-1H-indol-5-yl]amino]thiocarbonyl]carbamate (0.5 g) in 2N sodium hydroxide (3 ml) and ethanol (10 ml) was stirred at 40° C. for 2 h. The resulting precipitate was filtered off, triturated with water (40 ml), washed with ethanol (ca. 30 ml) and dried in vacuo to give the title compound as a white solid. (0.25 g) m.p. 212°-214°C. Reactants: C[Si](N[Si](C)(C)C)(C)C (hexamethyldisilazane), C(C=C)N (allylamine). The reagents and catalysts are C(CCCCCCCCCCC)C1=C(C=CC=C1)S(=O)(=O)O (dodecylbenzenesulfonic acid). Run at time 3 hour. Yields the product C[Si](N([Si](C)(C)C)CC=C)(C)C (N,N-bis(trimethylsilyl)allylamine). The yield is 79.4%. Reaction SMILES: [CH3:1][Si:2]([CH3:9])([CH3:8])[NH:3][Si:4]([CH3:7])([CH3:6])[CH3:5].[CH2:10](N)[CH:11]=[CH2:12]>C(C1C=CC=CC=1S(O)(=O)=O)CCCCCCCCCCC>[CH3:1][Si:2]([CH3:9])([CH3:8])[N:3]([CH2:12][CH:11]=[CH2:10])[Si:4]([CH3:7])([CH3:6])[CH3:5]. Procedure details: A 500-ml flask equipped with a distillation column, stirrer, thermometer and dropping funnel was charged with 193.7 g (1.2 mol) of hexamethyldisilazane and 7.0 g (0.02 mol) of dodecylbenzenesulfonic acid. To the flask kept at 70° C., 114.2 g (2.0 mol) of allylamine was added over one hour from the dropping funnel. The contents were stirred for 3 hours under reflux. Subsequently, the allylamine was distilled off over 8 hours. From the reaction solution, a fraction of 89 to 90° C. at 40 mmHg was c... Reactants: C(=O)(OC(C)(C)C)N1CCCCCCC1 (1-Boc-azocane), C(=O)(OC(C)(C)C)N1CCCC1 (1-Boc-pyrrolidine). Product: C(C)(C)(C)OC(=O)N1[C@H](CCCCCC1)CCO ((2R)-2-(2-hydroxy-ethyl)-azocane-1-carboxylic acid tert-butyl ester). RXN SMILES: [C:1]([N:8]1[CH2:15][CH2:14][CH2:13][CH2:12][CH2:11][CH2:10][CH2:9]1)([O:3][C:4]([CH3:7])([CH3:6])[CH3:5])=[O:2].C(N1CCCC1)([O:18][C:19](C)(C)[CH3:20])=O>>[C:4]([O:3][C:1]([N:8]1[CH2:15][CH2:14][CH2:13][CH2:12][CH2:11][CH2:10][C@@H:9]1[CH2:20][CH2:19][OH:18])=[O:2])([CH3:7])([CH3:6])[CH3:5]. Reported procedure: This compound is prepared in a manner analogous to that described in Example 3, but 1-Boc-azocane is used insead of 1-Boc-pyrrolidine. Reactants: C1CCOC1, CC(C)O, Cc1nc(Cl)cc(Cl)c1C(=O)OC(C)C, [Cu]I, [H-], [Na+]. Product: Cc1nc(Cl)cc(OC(C)C)c1C(=O)OC(C)C. As a reaction SMILES: [CH2:22]1[O:23][CH2:24][CH2:25][CH2:26]1.[CH:1]([CH3:2])([CH3:3])[OH:4].[CH:7]([CH3:8])([CH3:9])[O:10][C:11]([c:12]1[c:13]([CH3:20])[n:14][c:15]([Cl:19])[cH:16][c:17]1[Cl:18])=[O:21].[Cu:27][I:28].[H-:6].[Na+:5]>>[CH:1]([CH3:2])([CH3:3])[O:4][c:17]1[c:12]([C:11]([O:10][CH:7]([CH3:8])[CH3:9])=[O:21])[c:13]([CH3:20])[n:14][c:15]([Cl:19])[cH:16]1. The reactants are Cl.NCC=1C=C(C=CC1O)C(CC)=O (3'-aminomethyl-4'-hydroxypropiophenone hydrochloride), BrBr (bromine). Run in O (water), ice. Reaction conditions: time 10 minute. Yields the product NCC=1C=C(C=C(C1O)Br)C(CC)=O (3'-aminomethyl-5'-bromo -4'-hydroxypropiophenone). Yield: 95.0%. Reaction SMILES: Cl.[NH2:2][CH2:3][C:4]1[CH:5]=[C:6]([C:11](=[O:14])[CH2:12][CH3:13])[CH:7]=[CH:8][C:9]=1[OH:10].[Br:15]Br>O>[NH2:2][CH2:3][C:4]1[CH:5]=[C:6]([C:11](=[O:14])[CH2:12][CH3:13])[CH:7]=[C:8]([Br:15])[C:9]=1[OH:10] |f:0.1|. Procedure details: To a solution of 22 g of 3'-aminomethyl-4'-hydroxypropiophenone hydrochloride in 300 ml of ice-cold water is added dropwise 17 g of bromine with stirring under ice cooling for about 10 minutes. After addition, the reaction mixture is stirred under ice cooling for 3 minutes and then at room temperature for 5 minutes. To the resulting mixture is added 200 ml of water and insoluble substances are filtered off. The filtrate is neutralized with powdery sodium hydrogencarbonate and the liquid layer is...